From a dataset of the Open Reaction Database (ORD), a public repository of structured organic reaction records. describe an organic reaction: reactants, conditions, products, and yield Reactants: FC(SC1=CC=C(N)C=C1)F (p-(difluoromethylthio)aniline), [N-]=[N+]=[N-].[Na+] (sodium azide), C(OCC)(OCC)OCC (triethyl orthoformate). The solvent is C(C)(=O)O (acetic acid). Reaction conditions: temperature 95 celsius. Product: FC(SC1=CC=C(C=C1)N1N=NN=C1)F (1-[p-(difluoromethylthio)phenyl]-1H-tetrazole). Reaction SMILES: [F:1][CH:2]([F:11])[S:3][C:4]1[CH:10]=[CH:9][C:7]([NH2:8])=[CH:6][CH:5]=1.[N-:12]=[N+:13]=[N-:14].[Na+].[CH:16](OCC)(OCC)OCC>C(O)(=O)C>[F:11][CH:2]([F:1])[S:3][C:4]1[CH:10]=[CH:9][C:7]([N:8]2[CH:16]=[N:14][N:13]=[N:12]2)=[CH:6][CH:5]=1 |f:1.2|. Procedure: A mixture of p-(difluoromethylthio)aniline (4.0 g.), sodium azide (4.0 g.), triethyl orthoformate (25 ml.), and acetic acid (25 ml.) was heated at 95° C. for 4.5 hours and then evaporated at reduced pressure. The residue was diluted with water, filtered, dried and recrystallized from ethyl acetate:hexane to give crystals, m.p. 94°-97° C. The reactants are Cl.NC1(CCCC1)CCl (1-amino-1-(chloromethyl)cyclopentane HCl salt), C(C)(C)C1=C(C=CC(=C1)[N+](=O)[O-])N=C=S (2-isopropyl-4-nitrophenyl isothiocyanate). The product is C(C)(C)C1=C(C=CC(=C1)[N+](=O)[O-])N=C1NC2(CS1)CCCC2 (2-(2-isopropyl-4-nitrophenylimino)-3-thia-1-azaspiro[4.4]nonane). Reaction SMILES: Cl.[NH2:2][C:3]1([CH2:8]Cl)[CH2:7][CH2:6][CH2:5][CH2:4]1.[CH:10]([C:13]1[CH:18]=[C:17]([N+:19]([O-:21])=[O:20])[CH:16]=[CH:15][C:14]=1[N:22]=[C:23]=[S:24])([CH3:12])[CH3:11]>>[CH:10]([C:13]1[CH:18]=[C:17]([N+:19]([O-:21])=[O:20])[CH:16]=[CH:15][C:14]=1[N:22]=[C:23]1[S:24][CH2:8][C:3]2([CH2:7][CH2:6][CH2:5][CH2:4]2)[NH:2]1)([CH3:12])[CH3:11] |f:0.1|. Reported procedure: 2-Isoropylaniline was converted to 2-isopropylacetanilide according to Method A2a, Step 1. The acetanilide was converted to 2-isopropyl-4-nitroacetanilide according to Method A2a, Step 2. The acetanilide was deprotected according to Method A2a, Step 3 to give 2-isopropyl-4-nitroaniline. The aniline was converted to 2-isopropyl-4-nitrophenyl isothiocyanate according to Method A2a, Step 3. 1-Amino-1-(hydroxymethyl)cyclopentane was synthesized as described in Method B1c. The 2-hydroxyethylamine was...